Task: describe an organic reaction: reactants, conditions, products, and yield. Dataset: the Open Reaction Database (ORD), a public repository of structured organic reaction records The reactants are CN(S(=O)(=O)N1C(=NC(=C1)CC(CC)(C)C)C=CC(=O)OC)C (methyl 3-[1-[(dimethylamino)sulfonyl]-4-(2,2-dimethylbutyl)-1H-imidazol-2-yl]acrylate). The reagents and catalysts are [Pd] (Pd). The solvent is CO (methanol). Conditions: time 8 hour. Product: CN(S(=O)(=O)N1C(=NC(=C1)CC(CC)(C)C)CCC(=O)OC)C (methyl 3-[1-[(dimethylarnino)sulfonyl]-4-(2,2-dimethylbutyl)-1H-imidazol-2-yl]propanoate). As a reaction SMILES: [CH3:1][N:2]([CH3:23])[S:3]([N:6]1[CH:10]=[C:9]([CH2:11][C:12]([CH3:16])([CH3:15])[CH2:13][CH3:14])[N:8]=[C:7]1[CH:17]=[CH:18][C:19]([O:21][CH3:22])=[O:20])(=[O:5])=[O:4]>CO.[Pd]>[CH3:23][N:2]([CH3:1])[S:3]([N:6]1[CH:10]=[C:9]([CH2:11][C:12]([CH3:16])([CH3:15])[CH2:13][CH3:14])[N:8]=[C:7]1[CH2:17][CH2:18][C:19]([O:21][CH3:22])=[O:20])(=[O:4])=[O:5]. Procedure: A suspension of Pd (10 wt % on carbon) in a solution of methyl 3-[1-[(dimethylamino)sulfonyl]-4-(2,2-dimethylbutyl)-1H-imidazol-2-yl]acrylate (2.39 g, 7 mmol) in methanol (75 mL) was stirred under an atmosphere of hydrogen overnight. The reaction mixture was filtered through Celite and concentrated in vacuo. Chromatography of the residue over silica gel eluting with 0-60% ethyl acetate/hexane afforded methyl 3-[1-[(dimethylarnino)sulfonyl]-4-(2,2-dimethylbutyl)-1H-imidazol-2-yl]propanoate. Starting materials: [Li]CCCC, Cn1cccn1, O=Cc1ccc(F)cc1Cl, C1CCOC1. As a reaction SMILES: [CH2:7]([Li:8])[CH2:9][CH2:10][CH3:11].[CH3:1][n:2]1[cH:3][cH:4][cH:5][n:6]1.[Cl:12][c:13]1[c:14]([CH:15]=[O:16])[cH:17][cH:18][c:19]([F:21])[cH:20]1.[O:22]1[CH2:23][CH2:24][CH2:25][CH2:26]1>>[CH3:1][n:2]1[c:3]([CH:15]([c:14]2[c:13]([Cl:12])[cH:20][c:19]([F:21])[cH:18][cH:17]2)[OH:16])[cH:4][cH:5][n:6]1. Product: Cn1nccc1C(O)c1ccc(F)cc1Cl. Starting materials: [OH-].[NH4+] (ammonium hydroxide), N1(CCOCC1)C(CCN1C(=NC=2C=NC=3C=CC=CC3C21)CCC)=O (1-(3-Morpholin-4-yl-3-oxopropyl)-2-propyl-1H-imidazo[4,5-c]quinoline), C1=CC(=CC(=C1)Cl)C(=O)OO (mCPBA), C1(=CC=C(C=C1)S(=O)(=O)Cl)C (p-toluenesulfonyl chloride). Product: N1(CCOCC1)C(CCN1C(=NC=2C(=NC=3C=CC=CC3C21)N)CCC)=O (1-(3-morpholin-4-yl-3-oxopropyl)-2-propyl-1H-imidazo[4,5-c]quinolin-4-amine). Reaction SMILES: [N:1]1([C:7](=[O:26])[CH2:8][CH2:9][N:10]2[C:22]3[C:21]4[CH:20]=[CH:19][CH:18]=[CH:17][C:16]=4[N:15]=[CH:14][C:13]=3[N:12]=[C:11]2[CH2:23][CH2:24][CH3:25])[CH2:6][CH2:5][O:4][CH2:3][CH2:2]1.C1C=C(Cl)C=C(C(OO)=O)C=1.C1(C)C=CC(S(Cl)(=O)=O)=CC=1.[OH-].[NH4+:50]>>[N:1]1([C:7](=[O:26])[CH2:8][CH2:9][N:10]2[C:22]3[C:21]4[CH:20]=[CH:19][CH:18]=[CH:17][C:16]=4[N:15]=[C:14]([NH2:50])[C:13]=3[N:12]=[C:11]2[CH2:23][CH2:24][CH3:25])[CH2:6][CH2:5][O:4][CH2:3][CH2:2]1 |f:3.4|. Procedure: 1-(3-Morpholin-4-yl-3-oxopropyl)-2-propyl-1H-imidazo[4,5-c]quinoline (5.2 g, 15 mmol) was treated with mCPBA (7.64 g, 44.3 mmol) followed by ammonium hydroxide (40 mL) and p-toluenesulfonyl chloride (3.79 g, 19.9 mmol) according to the method described in Part D of Example 8. The crude product was purified by column chromatography on silica gel (eluting with 95:5 dichloromethane:methanol) followed by recrystallization from methanol:dichloromethane to provide 0.358 g of 1-(3-morpholin-4-yl-3-oxop... Reactants: BrC(C)C1=CC2=CC=CC=C2C=C1 (2-(1'-bromoethyl)naphthalene), C(C)(=O)[O-].[Na+] (sodium acetate). Run in C(C)(=O)O (acetic acid). The product is C(C)(=O)C1=CC2=CC=CC=C2C=C1 (2-Acetylnaphthalene), 2-(1'-acetonyethyl)naphthalene. As a reaction SMILES: Br[CH:2]([C:4]1[CH:13]=[CH:12][C:11]2[C:6](=[CH:7][CH:8]=[CH:9][CH:10]=2)[CH:5]=1)[CH3:3].C([O-])(=[O:16])C.[Na+]>C(O)(=O)C>[C:2]([C:4]1[CH:13]=[CH:12][C:11]2[C:6](=[CH:7][CH:8]=[CH:9][CH:10]=2)[CH:5]=1)(=[O:16])[CH3:3] |f:1.2|. Procedure details: 2-Acetylnaphthalene is prepared by treating 2-(1'-bromoethyl)naphthalene, prepared as described above, wtih sodium acetate in acetic acid to afford 2-(1'-acetonyethyl)naphthalene which upon base hydrolysis furnishes the 2-(1'-hydroxyethyl)naphthalene. The latter is oxidized with an equivalent of chromium trioxide in glacial acetic acid, or 8N sulfuric acid and acetone to furnish 2-acetylnaphthalene. 2-Carboxynaphthalene is prepared from 2-acetylnaphthalene by treating the latter with aqueous sod... Starting materials: S(O)(O)(=O)=O (sulfuric acid), C1=CC=CC1 (Cyclopentadiene), O1CCCC1 (tetrahydrofuran), resultant mixture, C1(\C=C/C(=O)O1)=O (maleic anhydride). Product: COC(=O)C1C2CC(C1C(=O)O)C=C2 (mono-methyl cis 5-norbornene-endo-2,3-dicarboxylate). Isolated yield 76.6%. Reaction SMILES: [CH:1]1[CH2:5][CH:4]=[CH:3][CH:2]=1.[C:6]1(=[O:12])[O:11][C:9](=[O:10])[CH:8]=[CH:7]1.S(=O)(=O)(O)O.[O:18]1CCC[CH2:19]1>>[CH3:19][O:18][C:9]([CH:8]1[CH:7]([C:6]([OH:11])=[O:12])[CH:4]2[CH:5]=[CH:1][CH:2]1[CH2:3]2)=[O:10]. Reported procedure: Cyclopentadiene (66 g) and tetrahydrofuran solvent (500 g) are charged in a reactor and the mixture is stirred homogeneously. To the reaction mixture, maleic anhydride (98 g) is added, and the resultant mixture is stirred at 0° C. for about 12 hours. Then, the mixture is filtered to remove the precipitate. To the resultant reactant, a 10% aqueous NaOH solution is added to carry out a hydrolysis reaction. The reactant is neutralized by using a 10% sulfuric acid solution. When reaction is complete... The reactants are ( 44 ), N1CCC(CC1)C1=C(C(=CC=C1)C(F)(F)F)O (2-piperidin-4-yl-6-(trifluoromethyl)phenol), ( 13 ), C([O-])([O-])=O.[K+].[K+] (potassium carbonate), C(C)(C)Br (isopropyl bromide), ( 12 ). Run in C(C)#N (acetonitrile). Product: C(C)(C)N1CCC(CC1)C1=C(C(=CC=C1)C(F)(F)F)O (2-(1-ISOPROPYLPIPERIDIN-4-YL)-6-(TRIFLUOROMETHYL)PHENOL). Reaction SMILES: [NH:1]1[CH2:6][CH2:5][CH:4]([C:7]2[CH:12]=[CH:11][CH:10]=[C:9]([C:13]([F:16])([F:15])[F:14])[C:8]=2[OH:17])[CH2:3][CH2:2]1.C(=O)([O-])[O-].[K+].[K+].[CH:24](Br)([CH3:26])[CH3:25]>C(#N)C>[CH:24]([N:1]1[CH2:6][CH2:5][CH:4]([C:7]2[CH:12]=[CH:11][CH:10]=[C:9]([C:13]([F:15])([F:16])[F:14])[C:8]=2[OH:17])[CH2:3][CH2:2]1)([CH3:26])[CH3:25] |f:1.2.3|. Procedure details: Preparation according to Example 1: 2-piperidin-4-yl-6-(trifluoromethyl)phenol (0.01 g, 0.04 mmol), acetonitrile (2 ml), potassium carbonate (0.01 g) and isopropyl bromide (0.01 ml). MS m/z (relative intensity, 70 eV) 287 (M+, 13), 272 (bp), 253 (13), 252 (44), 166 (12). Starting materials: CS(=O)C (dimethyl sulfoxide), C(C)(=O)O (acetic acid), C[Si](NC1=C(C(=CC=C1Cl)C)Cl)(C)C (N-trimethylsilyl-2,6-dichloro-3-methylaniline), FCC1=NC=2N(C(=C1)Cl)N=C(N2)S(=O)(=O)Cl (5-fluoromethyl-7-chloro-1,2,4-triazolo-[1,5-a]pyrimidine-2-sulfonyl chloride). Solvent: O (water), C(C)#N (acetonitrile), C(Cl)Cl (methylene chloride). Yields the product C(C)OC1=CC(=NC=2N1N=C(N2)S(=O)(=O)NC2=C(C(=CC=C2Cl)C)Cl)CF (7-Ethoxy-5-fluoromethyl-N-(2,6-dichloro-3-methylphenyl)-1,2,4-triazolo[1,5-a]pyrimidine-2-sulfonamide). As a reaction SMILES: C[Si](C)(C)[NH:3][C:4]1[C:9]([Cl:10])=[CH:8][CH:7]=[C:6]([CH3:11])[C:5]=1[Cl:12].[F:15][CH2:16][C:17]1[CH:22]=[C:21](Cl)[N:20]2[N:24]=[C:25]([S:27](Cl)(=[O:29])=[O:28])[N:26]=[C:19]2[N:18]=1.CS(C)=O.[C:35](O)(=[O:37])[CH3:36]>C(#N)C.C(Cl)Cl.O>[CH2:35]([O:37][C:21]1[N:20]2[N:24]=[C:25]([S:27]([NH:3][C:4]3[C:9]([Cl:10])=[CH:8][CH:7]=[C:6]([CH3:11])[C:5]=3[Cl:12])(=[O:29])=[O:28])[N:26]=[C:19]2[N:18]=[C:17]([CH2:16][F:15])[CH:22]=1)[CH3:36]. Procedure: A solution containing 6.78 g (27.3 mmol) of N-trimethylsilyl-2,6-dichloro-3-methylaniline and 3.11 g (10.9 mmol) of 5-fluoromethyl-7-chloro-1,2,4-triazolo-[1,5-a]pyrimidine-2-sulfonyl chloride in 25 ml of dry acetonitrile was prepared and 0.15 ml (2.2 mmol) of dimethyl sulfoxide was added with stirring at ambient temperature. The mixture was allowed to react for 4 days and the resulting brown solution was diluted with 150 ml of methylene chloride, washed with water and dried over magnesium sulfa...